describe an organic reaction: reactants, conditions, products, and yield From a dataset of the Open Reaction Database (ORD), a public repository of structured organic reaction records. Reactants: C1CCOC1, COCCOCOc1cccc(CO)c1, CN1CCCN(C)C1=O, CCOC(C)=O, Cl, [H-], [Na+], ClCc1ccccn1. Product: COCCOCOc1cccc(COCc2ccccn2)c1. Reaction SMILES: [CH2:36]1[O:37][CH2:38][CH2:39][CH2:40]1.[CH3:1][O:2][CH2:3][CH2:4][O:5][CH2:6][O:7][c:8]1[cH:9][c:10]([CH2:14][OH:15])[cH:11][cH:12][cH:13]1.[CH3:27][N:28]1[CH2:29][CH2:30][CH2:31][N:32]([CH3:33])[C:34]1=[O:35].[CH3:41][CH2:42][O:43][C:44]([CH3:45])=[O:46].[ClH:18].[H-:17].[Na+:16].[c:19]1([CH2:25][Cl:26])[cH:20][cH:21][cH:22][cH:23][n:24]1>>[CH3:1][O:2][CH2:3][CH2:4][O:5][CH2:6][O:7][c:8]1[cH:9][c:10]([CH2:14][O:15][CH2:25][c:19]2[cH:20][cH:21][cH:22][cH:23][n:24]2)[cH:11][cH:12][cH:13]1. Reactants: Cl.N1=CC=CC=C1 (pyridine hydrochloride), C1([N+](=O)[O-])=CC([N+](=O)[O-])=CC([N+](=O)[O-])=C1O (picric acid), Cl.N1=CC=CC=C1 (pyridine hydrochloride), Cl.N1=CC=CC=C1 (pyridine hydrochloride), Cl(=O)(=O)(=O)O (perchloric acid), hydrochloride salt. The solvent is C(Cl)Cl (methylene chloride). The product is C1([N+](=O)[O-])=CC([N+](=O)[O-])=CC([N+](=O)[O-])=C1[O-] (picrate), C1([N+](=O)[O-])=CC([N+](=O)[O-])=CC([N+](=O)[O-])=C1O (picric acid). Reaction SMILES: Cl.N1C=CC=CC=1.Cl(O)(=O)(=O)=O.[C:13]1([C:27]([OH:28])=[C:23]([N+:24]([O-:26])=[O:25])[CH:22]=[C:18]([N+:19]([O-:21])=[O:20])[CH:17]=1)[N+:14]([O-:16])=[O:15]>C(Cl)Cl>[C:23]1([C:27]([O-:28])=[C:13]([N+:14]([O-:16])=[O:15])[CH:17]=[C:18]([N+:19]([O-:21])=[O:20])[CH:22]=1)[N+:24]([O-:26])=[O:25].[C:23]1([C:27]([OH:28])=[C:13]([N+:14]([O-:16])=[O:15])[CH:17]=[C:18]([N+:19]([O-:21])=[O:20])[CH:22]=1)[N+:24]([O-:26])=[O:25] |f:0.1|. Procedure: These titration methods utilize three different reagents: pyridine hydrochloride, perchloric acid or picric acid. In the pyridine hydrochloride method, free amino groups on the solid phase are converted to a hydrochloride salt with pyridine hydrochloride in methylene chloride. The chloride is subsequently eluted from the solid phase to the liquid phase, the liquid phase is separated from the solid phase and the level of chloride ion in the liquid phase is determined potentiometrically. In the pe... Yield: 43.6%. The reactants are ClCC1=NC2=CC(=CC=C2C(N1C1=C(C=CC=C1)Cl)=O)F (2-Chloromethyl-3-(2-chlorophenyl)-7-fluoro-3H-quinazolin-4-one), N1=CN=C2N=CNC2=C1N (adenine), C(=O)([O-])[O-].[K+].[K+] (K2CO3). Procedure: Prepared according to Procedure C using Intermediate 2c (100 mg, 0.310 mmol), adenine (46 mg, 0.340 mmol), K2CO3 (47 mg, 0.340 mmol), and DMF (1 mL). The crude product was recrystallized from EtOH to provide 57 mg of a beige solid (44%), mp 216.8-217.2° C. 1H NMR (DMSO-d6) δ: 8.22 (dd, J=6.3, 8.7 Hz, 1H); 8.05 (s. 1H); 8.03 (s, 1H); 7.78-7.80 (m, 2H); 7.61-7.64 (m, 2H); 7.46 (dt, J=2.1, 8.6 Hz, 1H); 7.32 (d, J=9.8 Hz, 1H); 7.22 (s, 2H); 5.13 (d, J=17 Hz, 1H); 4.95 (d, J=17 Hz, 1H). 13C NMR (DMSO... The solvent is CN(C)C=O (DMF). Product: NC1=C2N=CN(C2=NC=N1)CC1=NC2=CC(=CC=C2C(N1C1=C(C=CC=C1)Cl)=O)F (2-(6-Aminopurin-9-ylmethyl)-3-(2-chlorophenyl)-7-fluoro-3H-quinazolin-4-one). As a reaction SMILES: Cl[CH2:2][C:3]1[N:12]([C:13]2[CH:18]=[CH:17][CH:16]=[CH:15][C:14]=2[Cl:19])[C:11](=[O:20])[C:10]2[C:5](=[CH:6][C:7]([F:21])=[CH:8][CH:9]=2)[N:4]=1.[N:22]1[C:30]([NH2:31])=[C:29]2[C:25]([N:26]=[CH:27][NH:28]2)=[N:24][CH:23]=1.C([O-])([O-])=O.[K+].[K+]>CN(C=O)C>[NH2:31][C:30]1[N:22]=[CH:23][N:24]=[C:25]2[C:29]=1[N:28]=[CH:27][N:26]2[CH2:2][C:3]1[N:12]([C:13]2[CH:18]=[CH:17][CH:16]=[CH:15][C:14]=2[Cl:19])[C:11](=[O:20])[C:10]2[C:5](=[CH:6][C:7]([F:21])=[CH:8][CH:9]=2)[N:4]=1 |f:2.3.4|. The reactants are C[Si](C)(C)Cl, CCOC(C)=O, CSc1nc(Cl)nc2[nH]ccc12, CC(=O)N1CCN(c2ccc(N)cc2)CC1, O. Product: CSc1nc(Nc2ccc(N3CCN(C(C)=O)CC3)cc2)nc2[nH]ccc12. As a reaction SMILES: [CH3:29][Si:30]([Cl:31])([CH3:32])[CH3:33].[CH3:35][CH2:36][O:37][C:38]([CH3:39])=[O:40].[Cl:1][c:2]1[n:3][c:4]([S:11][CH3:12])[c:5]2[c:6]([n:7]1)[nH:8][cH:9][cH:10]2.[NH2:13][c:14]1[cH:15][cH:16][c:17]([N:20]2[CH2:21][CH2:22][N:23]([C:26]([CH3:27])=[O:28])[CH2:24][CH2:25]2)[cH:18][cH:19]1.[OH2:34]>>[c:2]1([NH:13][c:14]2[cH:15][cH:16][c:17]([N:20]3[CH2:21][CH2:22][N:23]([C:26]([CH3:27])=[O:28])[CH2:24][CH2:25]3)[cH:18][cH:19]2)[n:3][c:4]([S:11][CH3:12])[c:5]2[c:6]([n:7]1)[nH:8][cH:9][cH:10]2. Starting materials: ClC1=NC(=CC=C1C(=O)C=1SC=CC1)C (2-chloro-6-methyl-3-(thiophene-2-carbonyl)pyridine), C(C)N (ethylamine). Yields the product C(C)NC1=NC(=CC=C1C(=O)C=1SC=CC1)C (2-ethylamino-6-methyl-3-(thiophene-2-carbonyl)pyridine). Reaction SMILES: Cl[C:2]1[C:7]([C:8]([C:10]2[S:11][CH:12]=[CH:13][CH:14]=2)=[O:9])=[CH:6][CH:5]=[C:4]([CH3:15])[N:3]=1.[CH2:16]([NH2:18])[CH3:17]>>[CH2:16]([NH:18][C:2]1[C:7]([C:8]([C:10]2[S:11][CH:12]=[CH:13][CH:14]=2)=[O:9])=[CH:6][CH:5]=[C:4]([CH3:15])[N:3]=1)[CH3:17]. Procedure: In a sealed tube were heated and stirred 2-chloro-6-methyl-3-(thiophene-2-carbonyl)pyridine and a 70% ethylamine aqueous solution. Thereafter, the reaction mixture was worked up and purified in a usual manner to obtain 2-ethylamino-6-methyl-3-(thiophene-2-carbonyl)pyridine. NMR1: 7.97 (1H, d, J=8.1 Hz), 7.62 (1H, dd, J=5.0, 1.1 Hz), 1.28 (3H, t, J=7.3 Hz).